This data is from the Open Reaction Database (ORD), a public repository of structured organic reaction records. The task is: describe an organic reaction: reactants, conditions, products, and yield Reactants: BrC=1C(=NC(=NC1Cl)SC)NCC#C (5-bromo-6-chloro-2-(methylthio)-N-(prop-2-ynyl)pyrimidine-4-amine), BrC=1C(=NC(=NC1Cl)SC)NCC#C (5-bromo-6-chloro-2-(methylthio)-N-(prop-2-ynyl)pyrimidine-4-amine), ClC1=CC(=CC=C1)C(=O)OO (m-chloroperbenzoic acid). Solvent: C(Cl)Cl (DCM), C(Cl)Cl (DCM). Conditions: time 1 hour. Product: BrC=1C(=NC(=NC1Cl)S(=O)C)NCC#C (5-bromo-6-chloro-2-(methylsulfinyl)-N-(prop-2-ynyl)pyrimidine-4-amine). Isolated yield 90.4%. Reaction SMILES: [Br:1][C:2]1[C:3]([NH:11][CH2:12][C:13]#[CH:14])=[N:4][C:5]([S:9][CH3:10])=[N:6][C:7]=1[Cl:8].ClC1C=CC=C(C(OO)=[O:23])C=1>C(Cl)Cl>[Br:1][C:2]1[C:3]([NH:11][CH2:12][C:13]#[CH:14])=[N:4][C:5]([S:9]([CH3:10])=[O:23])=[N:6][C:7]=1[Cl:8]. Reported procedure: To a stirring solution of 5-bromo-6-chloro-2-(methylthio)-N-(prop-2-ynyl)pyrimidine-4-amine (intermediate 29) (5.45 mmol) in 6 ml of DCM, 1.34 g (6 mmol) of m-chloroperbenzoic acid (77%) (Aldrich) in 8 ml of DCM were added dropwise. The reaction mixture was stirred at room temperature for 1 hour. The precipitate was filtered, washed several times with cold DCM and dried. 1.52 g (90.5%) of 5-bromo-6-chloro-2-(methylsulfinyl)-N-(prop-2-ynyl)pyrimidine-4-amine were obtained as a light brown solid. Reactants: CCc1cccc(Br)n1, CC(=O)O, [K+], [OH-]. Yields the product CCc1cccc(Br)[n+]1[O-]. Reaction SMILES: [Br:1][c:2]1[n:3][c:4]([CH2:8][CH3:9])[cH:5][cH:6][cH:7]1.[CH3:12][C:13](=[O:14])[OH:15].[K+:11].[OH-:10]>>[Br:1][c:2]1[n+:3]([O-:10])[c:4]([CH2:8][CH3:9])[cH:5][cH:6][cH:7]1. The reactants are CO, CS(=O)(=O)c1ccc(F)c([N+](=O)[O-])c1, [H][H]. The product is CS(=O)(=O)c1ccc(F)c(N)c1. As a reaction SMILES: [CH3:17][OH:18].[CH3:1][S:2](=[O:3])(=[O:4])[c:5]1[cH:6][c:7]([N+:12]([O-:13])=[O:14])[c:8]([F:11])[cH:9][cH:10]1.[H:15][H:16]>>[CH3:1][S:2](=[O:3])(=[O:4])[c:5]1[cH:6][c:7]([NH2:12])[c:8]([F:11])[cH:9][cH:10]1. Reactants: COCCl (methoxymethyl chloride), BrC1=C(C(=CC(=C1)C(C)(C)C)C(C)(C)C)O (2-bromo-4,6-di-t-butylphenol), BrC1=C(C(=CC(=C1)C(C)(C)C)C(C)(C)C)O (2-bromo-4,6-di-t-butylphenol), C(C)(C)N(CC)C(C)C (diisopropylethylamine). The reagents and catalysts are [N+](CCCC)(CCCC)(CCCC)CCCC.[I-] (Bu4NI). Run in C(Cl)Cl (CH2Cl2). Run at temperature 45 celsius. The product is COCOC1=C(C=C(C=C1C(C)(C)C)C(C)(C)C)Br (O-Methoxymethyl-2-bromo-4,6-di-t-butylphenol). Yield: 95.4%. Reaction SMILES: [Br:1][C:2]1[CH:7]=[C:6]([C:8]([CH3:11])([CH3:10])[CH3:9])[CH:5]=[C:4]([C:12]([CH3:15])([CH3:14])[CH3:13])[C:3]=1[OH:16].C(N(C(C)C)CC)(C)C.[CH3:26][O:27][CH2:28]Cl>[N+](CCCC)(CCCC)(CCCC)CCCC.[I-].C(Cl)Cl>[CH3:26][O:27][CH2:28][O:16][C:3]1[C:4]([C:12]([CH3:15])([CH3:14])[CH3:13])=[CH:5][C:6]([C:8]([CH3:9])([CH3:10])[CH3:11])=[CH:7][C:2]=1[Br:1] |f:3.4|. Procedure details: To a solution of 2-bromo-4,6-di-t-butylphenol (Compound D3 2.54 g, 8.88 mmol) and catalytic amount of Bu4NI in 20 ml of dry CH2Cl2 at 0° C. was added diisopropylethylamine (9.51 ml, 53 mmol), followed by methoxymethyl chloride (2.02 ml, 26.6 mmol). The reaction mixture was heated to 45° C. for 12 hours. The reaction mixture was then washed with 10% citric acid, then NaHCO3 (sat.), brine, and dried over MgSO4. After filtration and removal of the solvent under reduced pressure, the residue was pur... The reactants are C([O-])([O-])=O.[Ba+2] (barium carbonate), OC1(CCN(CC1)C)C#N (4-hydroxy-4-cyano-1-methylpiperidine), S(O)(O)(=O)=O (sulfuric acid), S(=O)(=O)([O-])[O-].[Ba+2] (barium sulfate), ice. Run in O (water), C(C)O (ethanol). The product is OC1(CCN(CC1)C)C(N)=O (4-hydroxy-4-carbamoyl-1-methylpiperidine). Isolated yield 69.0%. RXN SMILES: [OH:1][C:2]1([C:9]#[N:10])[CH2:7][CH2:6][N:5]([CH3:8])[CH2:4][CH2:3]1.S(=O)(=O)(O)[OH:12].C(=O)([O-])[O-].[Ba+2].S([O-])([O-])(=O)=O.[Ba+2]>C(O)C.O>[OH:1][C:2]1([C:9](=[O:12])[NH2:10])[CH2:7][CH2:6][N:5]([CH3:8])[CH2:4][CH2:3]1 |f:2.3,4.5|. Procedure details: The compound 4-hydroxy-4-cyano-1-methylpiperidine (36.4 g, 0.26 mole) was gradually added to sulfuric acid (80 ml), under external cooling. The mixture was maintained at room temperature for 41 hours, then was added to powdered ice (30 g). The resulting solution was neutralized with barium carbonate (376 g) to pH 8-9 and after addition of water the resulting barium sulfate was separated and washed with methanol. The filtrate was concentrated under reduced pressure. The product, 4-hydroxy-4-carba... Starting materials: OC1=CC=C(NC2=NC=NC(=C2)NC2=CC(=CC=C2)C)C=C1 (4-[4'-hydroxyanilino]6-(3'-methylanilino)pyrimidine), BrCC1CO1 (1-bromo-2,3-epoxypropane-), C([O-])([O-])=O.[K+].[K+] (potassium carbonate). Run in CS(=O)C (DMSO). Reaction conditions: time 16 hour. Product: O1C(COC2=CC=C(NC3=NC=NC(=C3)NC3=CC(=CC=C3)C)C=C2)C1 (4-[4'-(2,3-epoxypropoxy)anilino]6-(3'-methylanilino) pyrimidine). As a reaction SMILES: [OH:1][C:2]1[CH:22]=[CH:21][C:5]([NH:6][C:7]2[CH:12]=[C:11]([NH:13][C:14]3[CH:19]=[CH:18][CH:17]=[C:16]([CH3:20])[CH:15]=3)[N:10]=[CH:9][N:8]=2)=[CH:4][CH:3]=1.Br[CH2:24][CH:25]1[O:27][CH2:26]1.C(=O)([O-])[O-].[K+].[K+]>CS(C)=O>[O:27]1[CH2:26][CH:25]1[CH2:24][O:1][C:2]1[CH:22]=[CH:21][C:5]([NH:6][C:7]2[CH:12]=[C:11]([NH:13][C:14]3[CH:19]=[CH:18][CH:17]=[C:16]([CH3:20])[CH:15]=3)[N:10]=[CH:9][N:8]=2)=[CH:4][CH:3]=1 |f:2.3.4|. Procedure: A mixture of 4-[4'-hydroxyanilino]6-(3'-methylanilino)pyrimidine (1.14 g), 1-bromo-2,3-epoxypropane-(0.5 ml) and potassium carbonate (1.24 g) in DMSO (12 ml) was stirred at ambient temperature for 16 hours to give 4-[4'-(2,3-epoxypropoxy)anilino]6-(3'-methylanilino) pyrimidine (0.70 g); Reactants: Cl(=O)(=O)(=O)O (Perchloric acid), CC(=O)OC(=O)C (Ac2O), C(C)OC(COC1=C(C=CC=C1)OCC(=O)OCC)=O ((2-Ethoxycarbonylmethoxy-phenoxy)-acetic acid ethyl ester). Solvent: C(Cl)Cl (CH2Cl2). The product is C(C)OC(COC1=C(C=C(C=C1)C(C)=O)OCC(=O)OCC)=O ((4-Acetyl-2-ethoxycarbonylmethoxy-phenoxy)-acetic acid ethyl ester). As a reaction SMILES: Cl(O)(=O)(=O)=O.[CH3:6][C:7](OC(C)=O)=[O:8].[CH2:13]([O:15][C:16](=[O:32])[CH2:17][O:18][C:19]1[CH:24]=[CH:23][CH:22]=[CH:21][C:20]=1[O:25][CH2:26][C:27]([O:29][CH2:30][CH3:31])=[O:28])[CH3:14]>C(Cl)Cl>[CH2:30]([O:29][C:27](=[O:28])[CH2:26][O:25][C:20]1[CH:21]=[CH:22][C:23]([C:7](=[O:8])[CH3:6])=[CH:24][C:19]=1[O:18][CH2:17][C:16]([O:15][CH2:13][CH3:14])=[O:32])[CH3:31]. Procedure details: Perchloric acid (70% aq.; 1.0 ml) was added slowly to freshly distilled Ac2O (25 ml) at 0° C. The compound of example 20a (31.8 g; 125 mmol) in CH2Cl2 (13 ml) was added drop wise at 10-15° C. The reaction mixture was heated on steam bath for 1 h, concentrated, poured over crushed ice and NaHCO3 (˜25 g) and extracted with ether. The ether layer was washed with brine, dried (Na2SO4), concentrated and purified using flash chromatography (silica gel, 5% CH3CN in CHCl3) to obtain the title compound. ...